Dataset: the Open Reaction Database (ORD), a public repository of structured organic reaction records. Task: describe an organic reaction: reactants, conditions, products, and yield The reactants are C(=O)(O)C(=C)C1=C(C(=C(C(=O)OC)C(=C1F)F)F)F (methyl 4-(1-carboxyvinyl)-2,3,5,6-tetrafluorobenzoate). The solvent is CN(C=O)C (N,N-dimethylformamide). Run at time 1.5 hour. Yields the product FC1=C(C(=O)OC)C(=C(C(=C1F)C=C)F)F (methyl 2,3,5,6-tetrafluoro-4-vinylbenzoate). Isolated yield 79.2%. As a reaction SMILES: [C:1]([C:4]([C:6]1[C:15]([F:16])=[C:14]([F:17])[C:9]([C:10]([O:12][CH3:13])=[O:11])=[C:8]([F:18])[C:7]=1[F:19])=C)(O)=O>CN(C)C=O>[F:17][C:14]1[C:15]([F:16])=[C:6]([CH:4]=[CH2:1])[C:7]([F:19])=[C:8]([F:18])[C:9]=1[C:10]([O:12][CH3:13])=[O:11]. Procedure details: In 20 ml of N,N-dimethylformamide was dissolved 3.0 g of methyl 4-(1-carboxyvinyl)-2,3,5,6-tetrafluorobenzoate. The resulting solution was stirred at 130°-140° C. for 1.5 hours. The reaction mixture was concentrated under reduced pressure. The residue obtained was purified by a column chromatography (eluant: toluene/n-hexane=1/1) to obtain 2.0 g (yield: 79.1%) of methyl 2,3,5,6-tetrafluoro-4-vinylbenzoate. Product: C(C)(C)N1CCN(CC1)C(=O)C1=CC=C(C=C1)CN1CCN(CC1)C(C)C ((4-Isopropyl-piperazin-1-yl)-{4-(4-isopropyl-piperazin-1-ylmethyl)-phenyl}-methanone). Reported procedure: Prepared from the product of Example 15 and the product of Example 10. As a reaction SMILES: [CH:1]([N:4]1[CH2:9][CH2:8][N:7]([C:10]([C:12]2[CH:19]=[CH:18][C:15]([CH:16]=[O:17])=[CH:14][CH:13]=2)=O)[CH2:6][CH2:5]1)([CH3:3])[CH3:2].Cl.Cl.[CH:22]([N:25]1[CH2:30][CH2:29][NH:28][CH2:27][CH2:26]1)([CH3:24])[CH3:23]>>[CH:22]([N:25]1[CH2:30][CH2:29][N:28]([C:16]([C:15]2[CH:18]=[CH:19][C:12]([CH2:10][N:7]3[CH2:8][CH2:9][N:4]([CH:1]([CH3:3])[CH3:2])[CH2:5][CH2:6]3)=[CH:13][CH:14]=2)=[O:17])[CH2:27][CH2:26]1)([CH3:24])[CH3:23] |f:1.2.3|. The reactants are C(C)(C)N1CCN(CC1)C(=O)C1=CC=C(C=O)C=C1 (4-(4-Isopropyl-piperazine-1-carbonyl)-benzaldehyde), Cl.Cl.C(C)(C)N1CCNCC1 (1-Isopropyl-piperazine dihydrochloride). Reactants: [Li]CCCC, C1CCOC1, C[Sn](C)(C)Cl, COc1cccc2occc12, O. Yields the product COc1cccc2oc([Sn](C)(C)C)cc12. As a reaction SMILES: [CH2:12]([Li:13])[CH2:14][CH2:15][CH3:16].[CH2:23]1[O:24][CH2:25][CH2:26][CH2:27]1.[CH3:17][Sn:18]([CH3:19])([CH3:20])[Cl:21].[CH3:1][O:2][c:3]1[cH:4][cH:5][cH:6][c:7]2[o:8][cH:9][cH:10][c:11]12.[OH2:22]>>[CH3:1][O:2][c:3]1[cH:4][cH:5][cH:6][c:7]2[o:8][c:9]([Sn:18]([CH3:17])([CH3:19])[CH3:20])[cH:10][c:11]12. Starting materials: CC(C(=O)[O-])[C@H]1C[C@H](NCC1)C1=CC=C(C=C1)C(F)(F)F ((+)-methyl{(2S,4R)-2-[4-(trifluoromethyl)phenyl]piperidin-4-yl}acetate), CC(C(=O)[O-])[C@H]1C[C@H](NCC1)C1=CC=C(C=C1)C(F)(F)F ((+)-methyl{(2S,4R)-2-[4-(trifluoromethyl)phenyl]piperidin-4-yl}acetate), CC(CCC=O)C (4-methylpentanal), N#N (N2), CC(=C)C#C (2-methylbut-1-en-3-yne), CO (MeOH). The reagents and catalysts are [Au](Br)(Br)Br (gold (III) bromide). Run in O (water). Run at temperature 70 celsius. The product is CC(C#C[C@H](CCC(C)C)N1[C@@H](C[C@@H](CC1)CC(=O)OC)C1=CC=C(C=C1)C(F)(F)F)=C (Methyl {(2S,4R)-1-[(1S)-4-methyl-1-(3-methylbutyl)pent-4-en-2-yn-1-yl]-2-[4-(trifluoromethyl)phenyl]piperidin-4-yl}acetate). As a reaction SMILES: C[CH:2]([C@@H:6]1[CH2:11][CH2:10][NH:9][C@H:8]([C:12]2[CH:17]=[CH:16][C:15]([C:18]([F:21])([F:20])[F:19])=[CH:14][CH:13]=2)[CH2:7]1)[C:3]([O-:5])=[O:4].[CH3:22][CH:23]([CH3:28])[CH2:24][CH2:25][CH:26]=O.N#N.[CH3:31][C:32]([C:34]#[CH:35])=[CH2:33].[CH3:36]O>O.[Au](Br)(Br)Br>[CH3:22][C:23](=[CH2:28])[C:24]#[C:25][C@@H:26]([N:9]1[CH2:10][CH2:11][C@@H:6]([CH2:2][C:3]([O:5][CH3:36])=[O:4])[CH2:7][C@H:8]1[C:12]1[CH:17]=[CH:16][C:15]([C:18]([F:20])([F:19])[F:21])=[CH:14][CH:13]=1)[CH2:35][CH2:34][CH:32]([CH3:31])[CH3:33]. Reported procedure: A mixture of (+)-methyl{(2S,4R)-2-[4-(trifluoromethyl)phenyl]piperidin-4-yl}acetate (Intermediate 2, 3.02 g, 10.0 mmol), 4-methylpentanal (2.1 g, 20.9 mmol) and gold (III) bromide (440 mg, 1 mmol) were combined in water (10 ml) in a 20 ml microwave vial. After the mixture was deoxygenated by evacuate/fill N2, 2-methylbut-1-en-3-yne (1.9 ml, 20.4 mmol) was added. The reaction was stirred and heated a 70° C. in the microwave for 30 min. The mixture was diluted with MeOH and loaded onto 5 SCX cartr... Reactants: [N+](=O)([O-])C=1C=C(OC2=CC=NC=C2)C=CC1[N+](=O)[O-] (4-(3,4-Dinitro-phenoxy)-pyridine). Run in CO (MeOH), CCOC(=O)C (EtOAc). Reaction conditions: time 42 hour. Yields the product NC=1C=C(OC2=CC=NC=C2)C=CC1N (4-(3,4-Diamino-phenoxy)-pyridine). Reaction SMILES: [N+:1]([C:4]1[CH:5]=[C:6]([CH:14]=[CH:15][C:16]=1[N+:17]([O-])=O)[O:7][C:8]1[CH:13]=[CH:12][N:11]=[CH:10][CH:9]=1)([O-])=O>CO.CCOC(C)=O>[NH2:1][C:4]1[CH:5]=[C:6]([CH:14]=[CH:15][C:16]=1[NH2:17])[O:7][C:8]1[CH:13]=[CH:12][N:11]=[CH:10][CH:9]=1. Reported procedure: 4-(3,4-Dinitro-phenoxy)-pyridine (1.36 g, 5.21 mmol) was dissolved in 20 mL MeOH and 40 mL EtOAc. To the argon-degassed solution was added 10% by weight Pd/C (0.35 g). The reaction was vigorously stirred for 42 h at RT under 1 atm of H2 gas. The reaction was filtered through a Celite® plug. The solvent was removed under reduced pressure to obtain the title compound.